This data is from the Open Reaction Database (ORD), a public repository of structured organic reaction records. The task is: describe an organic reaction: reactants, conditions, products, and yield Starting materials: [Al+3], [Al+3], CC(=O)Cl, COC(=O)c1cccn1C, [Cl-], [Cl-], [Cl-], [Cl-], [Cl-], [Cl-], c1cc[nH]c1. The product is COC(=O)c1cc(C(C)=O)cn1C. RXN SMILES: [Al+3:12].[Al+3:20].[CH3:15][C:16]([Cl:17])=[O:18].[CH3:1][n:2]1[c:3]([C:7](=[O:8])[O:9][CH3:10])[cH:4][cH:5][cH:6]1.[Cl-:11].[Cl-:13].[Cl-:14].[Cl-:19].[Cl-:26].[Cl-:27].[nH:21]1[cH:22][cH:23][cH:24][cH:25]1>>[CH3:1][n:2]1[c:3]([C:7](=[O:8])[O:9][CH3:10])[cH:4][c:5]([C:16]([CH3:15])=[O:18])[cH:6]1. Starting materials: FC1=C(OC2=CC=C(C=C2)NC(C)C=2C=NC=CC2)C=CC(=C1)F (N-(4-(2,4-difluorophenoxy)phenyl)-1-pyrid-3-ylethylamine), FC(CS(=O)(=O)Cl)(F)F (2,2,2-trifluoroethanesulfonyl chloride). Product: FC1=C(OC2=CC=C(C=C2)N(S(=O)(=O)CC)C(C)C=2C=NC=CC2)C=CC(=C1)F (N-(4-(2,4-Difluorophenoxy)phenyl)-N-(ethanesulfonyl)-1-pyrid-3-ylethylamine). RXN SMILES: [F:1][C:2]1[CH:23]=[C:22]([F:24])[CH:21]=[CH:20][C:3]=1[O:4][C:5]1[CH:10]=[CH:9][C:8]([NH:11][CH:12]([C:14]2[CH:15]=[N:16][CH:17]=[CH:18][CH:19]=2)[CH3:13])=[CH:7][CH:6]=1.F[C:26](F)(F)[CH2:27][S:28](Cl)(=[O:30])=[O:29]>>[F:1][C:2]1[CH:23]=[C:22]([F:24])[CH:21]=[CH:20][C:3]=1[O:4][C:5]1[CH:10]=[CH:9][C:8]([N:11]([CH:12]([C:14]2[CH:15]=[N:16][CH:17]=[CH:18][CH:19]=2)[CH3:13])[S:28]([CH2:27][CH3:26])(=[O:30])=[O:29])=[CH:7][CH:6]=1. Reported procedure: Using the method of Example 342 using N-(4-(2,4-difluorophenoxy)phenyl)-1-pyrid-3-ylethylamine and 2,2,2-trifluoroethanesulfonyl chloride and purifying via radial chromatography eluting with 95:5 to 85:15 CHCl3/ethyl acetate gave the title compound. Anal Calcd for C21H17F5N2O3S.0.2H2O: C, 52.98; H, 3.68; N, 5.89. Found: C, 52.88; H, 3.73; N, 5.67. MS found 473.1 [M+H]+ Starting materials: OCC1=CC=C(C=C1)C1=C(CCC1)C1=CC=C(C=C1)S(=O)(=O)C (1-[2-(4-hydroxymethylphenyl)cyclopenten-1-yl]-4-(methylsulfonyl)benzene), [H-].[Na+] (sodium hydride), CI (methyl iodide). Run in C1CCOC1 (THF). Conditions: time 30 minute. The product is COCC1=CC=C(C=C1)C1=C(CCC1)C1=CC=C(C=C1)S(=O)(=O)C (1-[2-(4-methoxymethyl phenyl)cyclopenten-1-yl]-4-(methylsulfonyl)benzene). Isolated yield 30.4%. RXN SMILES: [OH:1][CH2:2][C:3]1[CH:8]=[CH:7][C:6]([C:9]2[CH2:13][CH2:12][CH2:11][C:10]=2[C:14]2[CH:19]=[CH:18][C:17]([S:20]([CH3:23])(=[O:22])=[O:21])=[CH:16][CH:15]=2)=[CH:5][CH:4]=1.[H-].[Na+].[CH3:26]I>C1COCC1>[CH3:26][O:1][CH2:2][C:3]1[CH:8]=[CH:7][C:6]([C:9]2[CH2:13][CH2:12][CH2:11][C:10]=2[C:14]2[CH:15]=[CH:16][C:17]([S:20]([CH3:23])(=[O:22])=[O:21])=[CH:18][CH:19]=2)=[CH:5][CH:4]=1 |f:1.2|. Reported procedure: Under nitrogen, a stirred solution of 79 mg (0.24 mmol) of 1-[2-(4-hydroxymethylphenyl)cyclopenten-1-yl]-4-(methylsulfonyl)benzene (Example 9) in 2 mL of dry THF at 0° C. was treated with 15 mg (0.6 mmol) off sodium hydride (95%); after 30 minutes, 0.1 mL (1.6 mmol) of methyl iodide was added and the reaction was allowed to warm to ambient temperature overnight. The solvent was removed in in vacuo; the residue was dissolved in ethyl acetate and washed with water, dried (MgSO4), and reconcentrate... Starting materials: C1=CC=C(C(=C1)N)S(=O)(=O)N (orthanilamide), S(N)(=O)(=O)C1=C(N)C=C(C(=C1)SC(C)C)C(F)(F)F (2-sulfamoyl-4-isopropylthio-5-trifluoromethylaniline), ethyl oxalyl chloride, C(C)(=O)Cl (acetyl chloride), [OH-].[NH4+] (ammonium hydroxide), CN(C)C (trimethylamine). Product: C(C)OC(=O)C=1NS(C2=C(N1)C=C(C(=C2)SC(C)C)C(F)(F)F)(=O)=O (3-Ethoxycarbonyl-6-trifluoromethyl-7-isopropylthio-1,2,4-benzothiadiazine-1,1-dioxide). As a reaction SMILES: [CH:1]1[CH:6]=C(N)C(S(N)(=O)=O)=CC=1.[C:12](Cl)(=[O:14])[CH3:13].[OH-:16].[NH4+].[S:18]([C:22]1[CH:28]=[C:27]([S:29][CH:30]([CH3:32])[CH3:31])[C:26]([C:33]([F:36])([F:35])[F:34])=[CH:25][C:23]=1[NH2:24])(=[O:21])(=[O:20])[NH2:19].CN(C)C>>[CH2:12]([O:14][C:6]([C:1]1[NH:19][S:18](=[O:20])(=[O:21])[C:22]2[CH:28]=[C:27]([S:29][CH:30]([CH3:31])[CH3:32])[C:26]([C:33]([F:35])([F:34])[F:36])=[CH:25][C:23]=2[N:24]=1)=[O:16])[CH3:13] |f:2.3|. Procedure: This product is prepared by replacing the orthanilamide, the acetyl chloride and the ammonium hydroxide employed in Example 27 by equivalent quantities of 2-sulfamoyl-4-isopropylthio-5-trifluoromethylaniline, ethyl oxalyl chloride and trimethylamine, respectively and otherwise following substantially the same procedure described in Example 27. The product is C(C)OC=1C=C(C=CC1C(F)(F)F)C1=NC=2N(C(=C1)C(F)(F)F)N=CC2C#CC=2C=CC(=NC2)N (5-[5-(3-Ethoxy-4-trifluoromethyl-phenyl)-7-trifluoromethyl-pyrazolo[1,5-a]pyrimidin-3-ylethynyl]-pyridin-2-ylamine), solid. Yield: 12.0%. Reactants: C(C)OC=1C=C(C=CC1C(F)(F)F)C1=NC=2N(C(=C1)C(F)(F)F)N=CC2C#C (5-(3-ethoxy-4-trifluoromethyl-phenyl)-3-ethynyl-7-trifluoromethyl-pyrazolo[1,5-a]pyrimidine), NC1=NC=C(C=C1)Br (2-amino-5-bromopyridine). Procedure: The title compound was prepared from 5-(3-ethoxy-4-trifluoromethyl-phenyl)-3-ethynyl-7-trifluoromethyl-pyrazolo[1,5-a]pyrimidine (example C.3) (400 mg, 1 mmol) and commercially available 2-amino-5-bromopyridine (156 mg, 1 mmol) according to general procedure II. Obtained as a red solid (62 mg, 12%). MS (ISP) 492.2 [(M+H)+]; mp 218° C. RXN SMILES: [CH2:1]([O:3][C:4]1[CH:5]=[C:6]([C:14]2[CH:19]=[C:18]([C:20]([F:23])([F:22])[F:21])[N:17]3[N:24]=[CH:25][C:26]([C:27]#[CH:28])=[C:16]3[N:15]=2)[CH:7]=[CH:8][C:9]=1[C:10]([F:13])([F:12])[F:11])[CH3:2].[NH2:29][C:30]1[CH:35]=[CH:34][C:33](Br)=[CH:32][N:31]=1>>[CH2:1]([O:3][C:4]1[CH:5]=[C:6]([C:14]2[CH:19]=[C:18]([C:20]([F:21])([F:22])[F:23])[N:17]3[N:24]=[CH:25][C:26]([C:27]#[C:28][C:33]4[CH:34]=[CH:35][C:30]([NH2:29])=[N:31][CH:32]=4)=[C:16]3[N:15]=2)[CH:7]=[CH:8][C:9]=1[C:10]([F:13])([F:11])[F:12])[CH3:2]. Reactants: C(C)N(CC)CC1C(C1)C(=O)C1=CC=C(C=C1)N1C=NC=C1 ([2-[(diethylamino)methyl]cyclopropyl][4-(1H-imidazol-1-yl)phenyl]-methanone), [BH4-].[Na+] (sodium borohydride). Product: C(C)N(CC)CC1C(C1)C(O)C1=CC=C(C=C1)N1C=NC=C1 (α-[2-[(Diethylamino)methyl]cyclopropyl]-4-(1H-imidazol-1-yl)benzenemethanol). As a reaction SMILES: [CH2:1]([N:3]([CH2:6][CH:7]1[CH2:9][CH:8]1[C:10]([C:12]1[CH:17]=[CH:16][C:15]([N:18]2[CH:22]=[CH:21][N:20]=[CH:19]2)=[CH:14][CH:13]=1)=[O:11])[CH2:4][CH3:5])[CH3:2].[BH4-].[Na+]>>[CH2:1]([N:3]([CH2:6][CH:7]1[CH2:9][CH:8]1[CH:10]([C:12]1[CH:13]=[CH:14][C:15]([N:18]2[CH:22]=[CH:21][N:20]=[CH:19]2)=[CH:16][CH:17]=1)[OH:11])[CH2:4][CH3:5])[CH3:2] |f:1.2|. Procedure: In a manner similar to Example 27, react [2-[(diethylamino)methyl]cyclopropyl][4-(1H-imidazol-1-yl)phenyl]-methanone with sodium borohydride to obtain the title compound. Yields the product O=C1CCN(C2CCN(C(=O)C(O)CS(=O)(=O)c3ccc4cc(Cl)ccc4c3)CC2)C(=O)N1. The reactants are O=C(O)C(O)CS(=O)(=O)c1ccc2cc(Cl)ccc2c1, O=C1CCN(C2CCNCC2)C(=O)N1, CN(C)C=O, On1nnc2ccccc21. As a reaction SMILES: [Cl:25][c:26]1[cH:27][c:28]2[cH:29][cH:30][c:31]([S:36](=[O:37])(=[O:38])[CH2:39][CH:40]([C:41](=[O:42])[OH:43])[OH:44])[cH:32][c:33]2[cH:34][cH:35]1.[NH:1]1[CH2:2][CH2:3][CH:4]([N:7]2[C:8](=[O:14])[NH:9][C:10](=[O:13])[CH2:11][CH2:12]2)[CH2:5][CH2:6]1.[O:45]=[CH:46][N:47]([CH3:48])[CH3:49].[OH:15][n:16]1[c:17]2[c:18]([cH:19][cH:20][cH:21][cH:22]2)[n:23][n:24]1>>[N:1]1([C:41]([CH:40]([CH2:39][S:36]([c:31]2[cH:30][cH:29][c:28]3[cH:27][c:26]([Cl:25])[cH:35][cH:34][c:33]3[cH:32]2)(=[O:37])=[O:38])[OH:44])=[O:42])[CH2:2][CH2:3][CH:4]([N:7]2[C:8](=[O:14])[NH:9][C:10](=[O:13])[CH2:11][CH2:12]2)[CH2:5][CH2:6]1. Starting materials: CO, COC(=O)Cc1cccc(NC(=O)NCC(=O)N2C(C(=O)N3CCOCC3)CC(S(=O)(=O)c3ccccc3)C2c2ccccc2F)c1, [K+], [OH-], O. The product is O=C(O)Cc1cccc(NC(=O)NCC(=O)N2C(C(=O)N3CCOCC3)CC(S(=O)(=O)c3ccccc3)C2c2ccccc2F)c1. RXN SMILES: [CH3:51][OH:52].[F:1][c:2]1[c:3]([CH:8]2[CH:9]([S:39](=[O:40])(=[O:41])[c:42]3[cH:43][cH:44][cH:45][cH:46][cH:47]3)[CH2:10][CH:11]([C:31](=[O:32])[N:33]3[CH2:34][CH2:35][O:36][CH2:37][CH2:38]3)[N:12]2[C:13]([CH2:14][NH:15][C:16](=[O:17])[NH:18][c:19]2[cH:20][c:21]([CH2:25][C:26](=[O:27])[O:28][CH3:29])[cH:22][cH:23][cH:24]2)=[O:30])[cH:4][cH:5][cH:6][cH:7]1.[K+:49].[OH-:48].[OH2:50]>>[F:1][c:2]1[c:3]([CH:8]2[CH:9]([S:39](=[O:40])(=[O:41])[c:42]3[cH:43][cH:44][cH:45][cH:46][cH:47]3)[CH2:10][CH:11]([C:31](=[O:32])[N:33]3[CH2:34][CH2:35][O:36][CH2:37][CH2:38]3)[N:12]2[C:13]([CH2:14][NH:15][C:16](=[O:17])[NH:18][c:19]2[cH:20][c:21]([CH2:25][C:26](=[O:27])[OH:28])[cH:22][cH:23][cH:24]2)=[O:30])[cH:4][cH:5][cH:6][cH:7]1. Reactants: ClC1=CC=C(C(=O)NN)C=C1 (4-chlorobenzhydrazide), N(=C=O)CC(=O)OCC (ethyl 2-isocyanatoacetate). Solvent: C1CCOC1 (THF), C1CCOC1 (THF). Reaction conditions: temperature 50 celsius, time 2 hour. The product is ClC1=CC=C(C=C1)C(=O)NNC(=O)NCC(=O)OCC (Ethyl N-({2-[(4-chlorophenyl)carbonyl]hydrazinyl}carbonyl)glycinate). Reaction SMILES: [Cl:1][C:2]1[CH:11]=[CH:10][C:5]([C:6]([NH:8][NH2:9])=[O:7])=[CH:4][CH:3]=1.[N:12]([CH2:15][C:16]([O:18][CH2:19][CH3:20])=[O:17])=[C:13]=[O:14]>C1COCC1>[Cl:1][C:2]1[CH:11]=[CH:10][C:5]([C:6]([NH:8][NH:9][C:13]([NH:12][CH2:15][C:16]([O:18][CH2:19][CH3:20])=[O:17])=[O:14])=[O:7])=[CH:4][CH:3]=1. Reported procedure: A suspension of 12.95 g (75.9 mmol) of 4-chlorobenzhydrazide in 50 ml of dry THF was introduced at 50° C. and admixed dropwise with a solution of 10.0 g (77.5 mmol) of ethyl 2-isocyanatoacetate in 100 ml of dry THF. First of all a solution formed, and then a precipitate was produced. After the end of the addition, the mixture was stirred at 50° C. for 2 h more, then left to stand overnight at RT. The crystals were isolated by filtration, washed with a little diethyl ether and dried in an HV. Thi...